This data is from the Open Reaction Database (ORD), a public repository of structured organic reaction records. The task is: describe an organic reaction: reactants, conditions, products, and yield The yield is 57.0%. Product: C(C1=CC=CC=C1)S\C(\C#C[Si](C)(C)C)=C/C=C(/C#CC#CC)\SCC1=CC=CC=C1 ((Z,Z)-3,6-Bis(benzylthio)-1-(trimethylsilyl)undeca-3,5-diene-1,7,9-triyne). Reaction conditions: time 2 hour. Reported procedure: To a DMF (5 mL) solution of 1-trimethylsilyl-1,3-pentadiyne (0.4 g, 2.94 mmol) under argon was added TBAF (0.8 g, 3 mmol) and several drops of water. The dark brown solution was stirred for 2 h at room temperature, then diluted with benzene (3 mL). The benzene layer was washed with saturated brine (5×5 mL). After drying (MgSO4) and filtering, the solution was transferred to a flask containing 8 (500 mg, 0.96 mmol), (Ph3P)2PdCl2 (34 mg, 0.048 mmol), CuI (9 mg, 0.048 mmol) and Et2NH (1 mL). The mi... Starting materials: C[Si](C#CC#CC)(C)C (1-trimethylsilyl-1,3-pentadiyne), CCCC[N+](CCCC)(CCCC)CCCC.[F-] (TBAF), C(C1=CC=CC=C1)S/C(=C\C=C(\C#C[Si](C)(C)C)/SCC1=CC=CC=C1)/I ((E,Z)-1,4-Bis(benzylthio)-1-iodo-6-(trimethylsilyl)hexa-1,3-diene-5-yne), N(CC)CC (Et2NH). The solvent is CN(C)C=O (DMF), C1=CC=CC=C1 (benzene). Reagents/catalysts: O (water), Cl[Pd]([P](C1=CC=CC=C1)(C2=CC=CC=C2)C3=CC=CC=C3)([P](C4=CC=CC=C4)(C5=CC=CC=C5)C6=CC=CC=C6)Cl ((Ph3P)2PdCl2), [Cu]I (CuI). RXN SMILES: C[Si](C)(C)[C:3]#[C:4][C:5]#[C:6][CH3:7].CCCC[N+](CCCC)(CCCC)CCCC.[F-].[CH2:28]([S:35]/[C:36](/I)=[CH:37]\[CH:38]=[C:39](/[S:46][CH2:47][C:48]1[CH:53]=[CH:52][CH:51]=[CH:50][CH:49]=1)\[C:40]#[C:41][Si:42]([CH3:45])([CH3:44])[CH3:43])[C:29]1[CH:34]=[CH:33][CH:32]=[CH:31][CH:30]=1.N(CC)CC>O.C1C=CC=CC=1.Cl[Pd](Cl)([P](C1C=CC=CC=1)(C1C=CC=CC=1)C1C=CC=CC=1)[P](C1C=CC=CC=1)(C1C=CC=CC=1)C1C=CC=CC=1.[Cu]I.CN(C=O)C>[CH2:47]([S:46]/[C:39](=[CH:38]\[CH:37]=[C:36](/[S:35][CH2:28][C:29]1[CH:34]=[CH:33][CH:32]=[CH:31][CH:30]=1)\[C:3]#[C:4][C:5]#[C:6][CH3:7])/[C:40]#[C:41][Si:42]([CH3:45])([CH3:44])[CH3:43])[C:48]1[CH:53]=[CH:52][CH:51]=[CH:50][CH:49]=1 |f:1.2,^1:69,88|. Reaction SMILES: Cl[C:2]1[N:7]=[CH:6][N:5]=[C:4]([NH:8][C:9]2[CH:14]=[CH:13][CH:12]=[C:11]([CH2:15][S:16]([CH3:19])(=[O:18])=[O:17])[CH:10]=2)[N:3]=1.[CH2:20]([O:27][C:28]1[CH:33]=[C:32]([F:34])[CH:31]=[CH:30][C:29]=1B(O)O)[C:21]1[CH:26]=[CH:25][CH:24]=[CH:23][CH:22]=1>>[CH2:20]([O:27][C:28]1[CH:33]=[C:32]([F:34])[CH:31]=[CH:30][C:29]=1[C:2]1[N:7]=[CH:6][N:5]=[C:4]([NH:8][C:9]2[CH:14]=[CH:13][CH:12]=[C:11]([CH2:15][S:16]([CH3:19])(=[O:18])=[O:17])[CH:10]=2)[N:3]=1)[C:21]1[CH:22]=[CH:23][CH:24]=[CH:25][CH:26]=1. Procedure details: Example 4 was prepared under similar conditions as described in the preparation of Example 1 using crude 4-chloro-N-{3-[(methylsulfonyl)methyl]phenyl}-1,3,5-triazin-2-amine and [2-(benzyloxy)-4-fluorophenyl]boronic acid (ABCR GmbH & CO. KG). The batch was purified by preparative HPLC: Product: C(C1=CC=CC=C1)OC1=C(C=CC(=C1)F)C1=NC(=NC=N1)NC1=CC(=CC=C1)CS(=O)(=O)C (4-[2-(Benzyloxy)-4-fluorophenyl]-N-{3-[(methylsulfonyl)methyl]phenyl}-1,3,5-triazin-2-amine). The reactants are ClC1=NC(=NC=N1)NC1=CC(=CC=C1)CS(=O)(=O)C (4-chloro-N-{3-[(methylsulfonyl)methyl]phenyl}-1,3,5-triazin-2-amine), C(C1=CC=CC=C1)OC1=C(C=CC(=C1)F)B(O)O ([2-(benzyloxy)-4-fluorophenyl]boronic acid). The reactants are P(Cl)(Cl)(Cl)(Cl)Cl.CN1CCN(CC1)C=1OC2=C(N1)C=CC=C2C (2-(4-Methyl-1-piperazinyl)-7-methylbenzoxazole Phosphorus pentachloride), CN1CCNCC1 (N-methylpiperazine), SC=1OC2=C(N1)C=CC=C2C (2-mercapto-7-methylbenzoxazole). Run in C1(=CC=CC=C1)C (toluene). Run at temperature 100 celsius. Yields the product title compound, CN1CCN(CC1)C=1OC2=C(N1)C=CC=C2C (2-(4-methyl-1-piperazinyl)-7-methylbenzoxazole). The yield is 164.1%. RXN SMILES: P(Cl)(Cl)(Cl)(Cl)Cl.[CH3:7][N:8]1[CH2:13][CH2:12][N:11]([C:14]2[O:15][C:16]3[C:22]([CH3:23])=[CH:21][CH:20]=[CH:19][C:17]=3[N:18]=2)[CH2:10][CH2:9]1.SC1OC2C(C)=CC=CC=2N=1.CN1CCNCC1>C1(C)C=CC=CC=1>[CH3:7][N:8]1[CH2:9][CH2:10][N:11]([C:14]2[O:15][C:16]3[C:22]([CH3:23])=[CH:21][CH:20]=[CH:19][C:17]=3[N:18]=2)[CH2:12][CH2:13]1 |f:0.1|. Reported procedure: 2-(4-Methyl-1-piperazinyl)-7-methylbenzoxazole Phosphorus pentachloride (454 mg) was dissolved in anhydrous toluene (6 ml), the resulting solution was mixed with 2-mercapto-7-methylbenzoxazole (300 mg) which has been obtained in the same manner as described in Reference Example 1, and the mixture was then stirred with heating at 100° C. for 2 hours. With cooling in an ice bath, to this was added dropwise N-methylpiperazine (2.0 ml). After 20 minutes of stirring, the thus obtained mixture was ext... The reactants are B, COCC(=O)N=S(C)(=O)c1ccc(N)cc1, C1CCOC1, C1CCOC1. Product: COCCN=S(C)(=O)c1ccc(N)cc1. RXN SMILES: [BH3:22].[NH2:1][c:2]1[cH:3][cH:4][c:5]([S:8](=[O:9])(=[N:10][C:11]([CH2:12][O:13][CH3:14])=[O:15])[CH3:16])[cH:6][cH:7]1.[O:17]1[CH2:18][CH2:19][CH2:20][CH2:21]1.[O:23]1[CH2:24][CH2:25][CH2:26][CH2:27]1>>[NH2:1][c:2]1[cH:3][cH:4][c:5]([S:8](=[O:9])(=[N:10][CH2:11][CH2:12][O:13][CH3:14])[CH3:16])[cH:6][cH:7]1.